From a dataset of the Open Reaction Database (ORD), a public repository of structured organic reaction records. describe an organic reaction: reactants, conditions, products, and yield Starting materials: CCOCC (ether), CN(C1(CCCCC1)C(=O)NC1=C(C=CC(=C1Cl)Cl)C)C (1-Dimethylamino-N-[3,4-dichlorotolyl]-cyclohexane carboxamide), C(C)(=O)O (acetic acid), Cl (hydrogen chloride). Solvent: C(C)O (ethanol). Yields the product Cl.CN(C1(CCCCC1)C(=O)NC1=C(C=CC(=C1Cl)Cl)C)C (1-dimethylamino-N-[3,4-dichlorotolyl]-cyclohexane carboxamide hydrochloride). RXN SMILES: [CH3:1][N:2]([CH3:21])[C:3]1([C:9]([NH:11][C:12]2[C:17]([Cl:18])=[C:16]([Cl:19])[CH:15]=[CH:14][C:13]=2[CH3:20])=[O:10])[CH2:8][CH2:7][CH2:6][CH2:5][CH2:4]1.Cl.C(O)(=O)C.CCOCC>C(O)C>[ClH:18].[CH3:1][N:2]([CH3:21])[C:3]1([C:9]([NH:11][C:12]2[C:17]([Cl:18])=[C:16]([Cl:19])[CH:15]=[CH:14][C:13]=2[CH3:20])=[O:10])[CH2:8][CH2:7][CH2:6][CH2:5][CH2:4]1 |f:5.6|. Procedure: 1-Dimethylamino-N-[3,4-dichlorotolyl]-cyclohexane carboxamide (0.658 g.,) was dissolved in ethanol (5 ml.) and ethereal hydrogen chloride (10 ml.) was added. The solution was evaporated to leave a colourless oil which was taken up in the minimum volume of acetic acid. Dropwise addition of ether, with scratching and cooling, precipitated the hydrochloride as colourless prisms which was dried over potassium hydroxide in vacuo (0.688 g., m.p. 160-170°). Recrystallisation from ethanol (addition of e... The reactants are C(C#C)(=O)OC(C)(C)C (tert-butyl propiolate), C(C)(C)[N-]C(C)C.[Li+] (lithium diisopropylamide), CCCCCCC.O1CCCC1.C(C)C1=CC=CC=C1 (heptane tetrahydrofuran ethylbenzene), C(C)(=O)O (acetic acid), COC(=O)C1=CC(=C(C=O)C=C1)[N+](=O)[O-] (4-methoxycarbonyl-2-nitrobenzaldehyde). The solvent is O1CCCC1 (tetrahydrofuran), O1CCCC1 (tetrahydrofuran), O (water), O1CCCC1 (tetrahydrofuran). Conditions: time 30 minute. Yields the product crude product, OC(C#CC(=O)OC(C)(C)C)C1=CC=C(C=C1[N+](=O)[O-])C(=O)OC (tert-butyl 4-hydroxy-4-(4-methoxycarbonyl-6-nitrophenyl)-2-butynoate). Isolated yield 106.2%. As a reaction SMILES: [C:1]([O:5][C:6]([CH3:9])([CH3:8])[CH3:7])(=[O:4])[C:2]#[CH:3].C([N-]C(C)C)(C)C.[Li+].CCCCCCC.O1CCCC1.C(C1C=CC=CC=1)C.[CH3:38][O:39][C:40]([C:42]1[CH:49]=[CH:48][C:45]([CH:46]=[O:47])=[C:44]([N+:50]([O-:52])=[O:51])[CH:43]=1)=[O:41].C(O)(=O)C>O1CCCC1.O>[OH:47][CH:46]([C:45]1[C:44]([N+:50]([O-:52])=[O:51])=[CH:43][C:42]([C:40]([O:39][CH3:38])=[O:41])=[CH:49][CH:48]=1)[C:3]#[C:2][C:1]([O:5][C:6]([CH3:9])([CH3:8])[CH3:7])=[O:4] |f:1.2,3.4.5|. Reported procedure: To a solution of tert-butyl propiolate (3.54 ml, 25.81 mmole) in tetrahydrofuran (60 ml) was added at -70° C. under the argon atmosphere a solution of 2.0M lithium diisopropylamide in a heptane-tetrahydrofuran-ethylbenzene mixture (13.0 ml, 26 mmole), and the mixture was stirred for 30 minutes. The reaction mixture was then added to a solution of 4-methoxycarbonyl-2-nitrobenzaldehyde (4.5 g, 21.5 mmole) in tetrahydrofuran (100 ml), and the mixture was further stirred at -75° C. for 5 minutes. Af...